The task is: describe an organic reaction: reactants, conditions, products, and yield. This data is from the Open Reaction Database (ORD), a public repository of structured organic reaction records. The reactants are CN(C)C=O, O=C(Cl)C(=O)Cl, CON=C(C(=O)O)c1nsc(N)n1, C1CCOC1, O. Product: CON=C(C(=O)Cl)c1nsc(N)n1. Reaction SMILES: [CH3:20][N:21]([CH3:22])[CH:23]=[O:24].[Cl:14][C:15]([C:16]([Cl:17])=[O:18])=[O:19].[NH2:1][c:2]1[n:3][c:4]([C:7]([C:8](=[O:9])[OH:10])=[N:11][O:12][CH3:13])[n:5][s:6]1.[O:26]1[CH2:27][CH2:28][CH2:29][CH2:30]1.[OH2:25]>>[NH2:1][c:2]1[n:3][c:4]([C:7]([C:8](=[O:9])[Cl:14])=[N:11][O:12][CH3:13])[n:5][s:6]1. Reactants: C#CC(NC(=O)OC(C)(C)C)C(C)O[Si](C)(C)C(C)(C)C, C1CCOC1, CCOCC, [H-], [Na+]. Product: C#CC(C(C)O[Si](C)(C)C(C)(C)C)N(C)C(=O)OC(C)(C)C. Reaction SMILES: [C:1](=[O:2])([O:3][C:4]([CH3:5])([CH3:6])[CH3:7])[NH:8][CH:9]([CH:10]([CH3:11])[O:12][Si:13]([CH3:14])([CH3:15])[C:16]([CH3:17])([CH3:18])[CH3:19])[C:20]#[CH:21].[CH2:29]1[O:30][CH2:31][CH2:32][CH2:33]1.[CH3:24][CH2:25][O:26][CH2:27][CH3:28].[H-:23].[Na+:22]>>[C:1](=[O:2])([O:3][C:4]([CH3:5])([CH3:6])[CH3:7])[N:8]([CH:9]([CH:10]([CH3:11])[O:12][Si:13]([CH3:14])([CH3:15])[C:16]([CH3:17])([CH3:18])[CH3:19])[C:20]#[CH:21])[CH3:24]. The reactants are CCN=C=NCCCN(C)C, COC(=CC=Cc1cc2cc(Cl)c(Cl)cc2[nH]1)C(=O)O, Cl, CN1C(C)(C)CC(N)CC1(C)C, CN(C)C=O, O, On1nnc2cccnc21. Yields the product COC(=CC=Cc1cc2cc(Cl)c(Cl)cc2[nH]1)C(=O)NC1CC(C)(C)N(C)C(C)(C)C1. RXN SMILES: [CH3:45][N:46]([CH3:47])[CH2:48][CH2:49][CH2:50][N:51]=[C:52]=[N:53][CH2:54][CH3:55].[Cl:1][c:2]1[cH:3][c:4]2[cH:5][c:6]([CH:12]=[CH:13][CH:14]=[C:15]([C:16](=[O:17])[OH:18])[O:19][CH3:20])[nH:7][c:8]2[cH:9][c:10]1[Cl:11].[ClH:44].[NH2:21][CH:22]1[CH2:23][C:24]([CH3:31])([CH3:32])[N:25]([CH3:30])[C:26]([CH3:28])([CH3:29])[CH2:27]1.[O:56]=[CH:57][N:58]([CH3:59])[CH3:60].[OH2:33].[OH:34][n:35]1[c:36]2[n:37][cH:38][cH:39][cH:40][c:41]2[n:42][n:43]1>>[Cl:1][c:2]1[cH:3][c:4]2[cH:5][c:6]([CH:12]=[CH:13][CH:14]=[C:15]([C:16](=[O:18])[NH:21][CH:22]3[CH2:23][C:24]([CH3:31])([CH3:32])[N:25]([CH3:30])[C:26]([CH3:28])([CH3:29])[CH2:27]3)[O:19][CH3:20])[nH:7][c:8]2[cH:9][c:10]1[Cl:11]. The reactants are CC(C)C[AlH]CC(C)C (DIBAH), O1C(COC2=C1C=CC=C2)=O (1,4-benzodioxan-2-one). Run in C1(=CC=CC=C1)C (toluene), C1(=CC=CC=C1)C (toluene). Reaction conditions: temperature -70 celsius, time 15 minute. The product is OC1COC2=C(O1)C=CC=C2 (2-hydroxy-1,4-benzodioxan). The yield is 90.9%. As a reaction SMILES: CC(C[AlH]CC(C)C)C.[O:10]1[C:15]2[CH:16]=[CH:17][CH:18]=[CH:19][C:14]=2[O:13][CH2:12][C:11]1=[O:20]>C1(C)C=CC=CC=1>[OH:20][CH:11]1[O:10][C:15]2[CH:16]=[CH:17][CH:18]=[CH:19][C:14]=2[O:13][CH2:12]1. Procedure: The mixture is warmed at room temperature, then heated to reflux for 2 hours. The organic phase is washed with water, 5% aqueous sodium hydroxyde and then with water. After drying on Na2SO4, the solvent is evaporated to dryness under vacuum and the crude material is crytallized from cyclohexane--Et2O to give 1,4-benzodioxan-2-one (10 g) m.p. 52°-54° C. A molar solution of DIBAH in toluene (73 ml) is added dropwise to a stirred solution of 1,4-benzodioxan-2-one (8.9 g) in dry toluene (100 ml), co... The solvent is C(C)O (ethanol). Yields the product [N+](=O)([O-])C1=C(C=CC=C1)NN=CC1=NC=C(C=C1Cl)C(F)(F)F (3-Chloro-5-(trifluoromethyl)-2-pyridinecarbaldehyde 2-(2-nitrophenyl)hydrazone). Procedure details: A mixture of 3-chloro-5-(trifluoromethyl)pyridine-2-carboxaldehyde (1.05 g) and 2-nitrophenylhydrazine (0.76 g) in ethanol (75 ml) was heated at reflux for 2.5 hours and then allowed to cool to room temperature overnight. The resulting orange solid was isolated by filtration and recrystallised (petrol) to afford the title compound as admixture of isomers, m.p. 127-35° C. As a reaction SMILES: [Cl:1][C:2]1[C:3]([CH:12]=O)=[N:4][CH:5]=[C:6]([C:8]([F:11])([F:10])[F:9])[CH:7]=1.[N+:14]([C:17]1[CH:22]=[CH:21][CH:20]=[CH:19][C:18]=1[NH:23][NH2:24])([O-:16])=[O:15]>C(O)C>[N+:14]([C:17]1[CH:22]=[CH:21][CH:20]=[CH:19][C:18]=1[NH:23][N:24]=[CH:12][C:3]1[C:2]([Cl:1])=[CH:7][C:6]([C:8]([F:11])([F:10])[F:9])=[CH:5][N:4]=1)([O-:16])=[O:15]. Starting materials: ClC=1C(=NC=C(C1)C(F)(F)F)C=O (3-chloro-5-(trifluoromethyl)pyridine-2-carboxaldehyde), [N+](=O)([O-])C1=C(C=CC=C1)NN (2-nitrophenylhydrazine).